Dataset: the Open Reaction Database (ORD), a public repository of structured organic reaction records. Task: describe an organic reaction: reactants, conditions, products, and yield The reactants are CI (Methyl iodide), P(OC)(OC)[O-] (Dimethyl phosphite), [H-].[Na+] (sodium hydride), C(=S)=S (carbon disulfide). The solvent is C1CCOC1 (THF). Conditions: temperature 6 celsius. Product: CSC(=S)P(=O)(OC)OC (Methyl(Dimethoxyphosphinyl)dithioformate). Reaction SMILES: [P:1]([O-:6])([O:4][CH3:5])[O:2][CH3:3].[H-].[Na+].[C:9](=[S:11])=[S:10].[CH3:12]I>C1COCC1>[CH3:12][S:10][C:9]([P:1]([O:4][CH3:5])([O:2][CH3:3])=[O:6])=[S:11] |f:1.2|. Procedure details: Dimethyl phosphite (11.0 g 0.1 mol) was added dropwise to a stirred solution of 2.4 g (0.1 mole) of sodium hydride in 50 mL of dry THF at 25-30° C. under N2. The mixture was stirred under reflux until H2 evolution ceased. It was then cooled to 6° C. and was added with stirring to carbon disulfide (38 g, 0.5 mol) at 2-8° C. over 15 min. Methyl iodide (14.2 g 0.1 mol) was then added at 5° C. over 15 min. The mixture was quenched with 350 mL of ice-water and extracted with ether (100 mL×3). The eth... Reactants: CC(C)(C)OC(=O)Cn1cc(Cl)c(-c2cc(Cl)cc(Cl)c2)n1, O=C(O)C(F)(F)F. The product is O=C(O)Cn1cc(Cl)c(-c2cc(Cl)cc(Cl)c2)n1. Reaction SMILES: [C:1]([CH3:2])([CH3:3])([CH3:4])[O:5][C:6](=[O:7])[CH2:8][n:9]1[n:10][c:11](-[c:15]2[cH:16][c:17]([Cl:22])[cH:18][c:19]([Cl:21])[cH:20]2)[c:12]([Cl:14])[cH:13]1.[OH:23][C:24]([C:25]([F:26])([F:27])[F:28])=[O:29]>>[O:5]=[C:6]([OH:7])[CH2:8][n:9]1[n:10][c:11](-[c:15]2[cH:16][c:17]([Cl:22])[cH:18][c:19]([Cl:21])[cH:20]2)[c:12]([Cl:14])[cH:13]1. The reactants are C(C)(C)(C)OC(=O)NC12CCC(CC1)(CC2)C(=O)O (4-tert-butoxycarbonylaminobicyclo[2.2.2]octane-1-carboxylic acid), CC1=C(N)C=CC(=C1)C(F)(F)F (2-methyl-4-trifluoromethylaniline). Yields the product C(C)(C)(C)OC(=O)NC12CCC(CC1)(CC2)C(=O)NC2=C(C=C(C=C2)C(F)(F)F)C (4-tert-butoxycarbonylamino-N-(2-methyl-4-trifluoromethylphenyl)bicyclo[2.2.2]octane-1-carboxamide). Reaction SMILES: [C:1]([O:5][C:6]([NH:8][C:9]12[CH2:16][CH2:15][C:12]([C:17](O)=[O:18])([CH2:13][CH2:14]1)[CH2:11][CH2:10]2)=[O:7])([CH3:4])([CH3:3])[CH3:2].[CH3:20][C:21]1[CH:27]=[C:26]([C:28]([F:31])([F:30])[F:29])[CH:25]=[CH:24][C:22]=1[NH2:23]>>[C:1]([O:5][C:6]([NH:8][C:9]12[CH2:10][CH2:11][C:12]([C:17]([NH:23][C:22]3[CH:24]=[CH:25][C:26]([C:28]([F:29])([F:30])[F:31])=[CH:27][C:21]=3[CH3:20])=[O:18])([CH2:15][CH2:16]1)[CH2:13][CH2:14]2)=[O:7])([CH3:4])([CH3:3])[CH3:2]. Procedure details: In a similar manner to Example 133, 4-tert-butoxycarbonylaminobicyclo[2.2.2]octane-1-carboxylic acid (150 mg) and 2-methyl-4-trifluoromethylaniline (2152 μL) were used to obtain 4-tert-butoxycarbonylamino-N-(2-methyl-4-trifluoromethylphenyl)bicyclo[2.2.2]octane-1-carboxamide (92.5 mg). Starting materials: O1CCOCC1 (dioxane), C(C1=CC=CC=C1)(=O)O (benzoic acid), Cl.N1(CCNCC1)C(=O)C=1C=C2CC(NC2=CC1)=O (5-(1-piperazinylcarbonyl)oxindol hydrochloride), N,N-dicyclohexylcarbodiimide. Solvent: C(Cl)Cl (methylene chloride), C(Cl)Cl (methylene chloride). Yields the product C(C1=CC=CC=C1)(=O)N1CCN(CC1)C(=O)C=1C=C2CC(NC2=CC1)=O (5-(4-benzoyl-1-piperazinylcarbonyl)oxindol). Yield: 23.0%. As a reaction SMILES: O1CCOCC1.[C:7](O)(=[O:14])[C:8]1[CH:13]=[CH:12][CH:11]=[CH:10][CH:9]=1.Cl.[N:17]1([C:23]([C:25]2[CH:26]=[C:27]3[C:31](=[CH:32][CH:33]=2)[NH:30][C:29](=[O:34])[CH2:28]3)=[O:24])[CH2:22][CH2:21][NH:20][CH2:19][CH2:18]1>C(Cl)Cl>[C:7]([N:20]1[CH2:21][CH2:22][N:17]([C:23]([C:25]2[CH:26]=[C:27]3[C:31](=[CH:32][CH:33]=2)[NH:30][C:29](=[O:34])[CH2:28]3)=[O:24])[CH2:18][CH2:19]1)(=[O:14])[C:8]1[CH:13]=[CH:12][CH:11]=[CH:10][CH:9]=1 |f:2.3|. Reported procedure: To a mixed solvent of 20 ml of dioxane and 20 ml of methylene chloride were added 1.2 g of benzoic acid and 3.0 g of 5-(1-piperazinylcarbonyl)oxindol hydrochloride. To this mixture, a solution of 2.1 g of N,N-dicyclohexylcarbodiimide dissolved in 5 ml of methylene chloride was added dropwise at 10° to 20° C. under ice-cooling externally with stirring. Then, the mixture was stirred for 3.5 hours at the same temperature. Crystals which precipitated were filtered off, and the filtrate was concentra... Reactants: O=C(O)C=Cc1ccc(Cl)c(Cl)c1, Cl, Cl, NC1CN2CCC1CC2. Yields the product O=C(C=Cc1ccc(Cl)c(Cl)c1)NC1CN2CCC1CC2. As a reaction SMILES: [Cl:12][c:13]1[cH:14][c:15]([CH:20]=[CH:21][C:22](=[O:23])[OH:24])[cH:16][cH:17][c:18]1[Cl:19].[ClH:1].[ClH:2].[N:3]12[CH2:4][CH:5]([NH2:11])[CH:6]([CH2:7][CH2:8]1)[CH2:9][CH2:10]2>>[N:3]12[CH2:4][CH:5]([NH:11][C:22]([CH:21]=[CH:20][c:15]3[cH:14][c:13]([Cl:12])[c:18]([Cl:19])[cH:17][cH:16]3)=[O:23])[CH:6]([CH2:7][CH2:8]1)[CH2:9][CH2:10]2. The reactants are OC=1C=C(C(=O)OC)C=C(C1)O (methyl 3,5-dihydroxybenzoate), oil, C(C1=CC=CC=C1)Br (benzyl bromide), IC (iodomethane). Yields the product C(C1=CC=CC=C1)OC=1C=C(C(=O)OC)C=C(C1)OC (methyl 3-benzyloxy-5-methoxybenzoate). RXN SMILES: [OH:1][C:2]1[CH:3]=[C:4]([CH:9]=[C:10]([OH:12])[CH:11]=1)[C:5]([O:7][CH3:8])=[O:6].[CH2:13](Br)[C:14]1[CH:19]=[CH:18][CH:17]=[CH:16][CH:15]=1.I[CH3:22]>>[CH2:13]([O:1][C:2]1[CH:3]=[C:4]([CH:9]=[C:10]([O:12][CH3:22])[CH:11]=1)[C:5]([O:7][CH3:8])=[O:6])[C:14]1[CH:19]=[CH:18][CH:17]=[CH:16][CH:15]=1. Procedure details: Following the procedure of Example 80(a) except substituting methyl 3-hydroxy-5-methoxybenzoate for methyl 3,5-dihydroxybenzoate and benzyl bromide for iodomethane, the title compound was prepared as a tan oil (1.2 g, 4.4 mmol). 1H NMR (400 MHz, CDCl3) δ 7.45-7.31 (m, 6H), 7.24 (s, 1H), 6.76 (m, 1H), 5.09 (s, 2H), 3.95 (s, 3H), 3.84 (s, 3H). Yields the product CC1=C(N=C(S1)C1=CC=CC=C1)COC1=CC=C(C=N1)CO ([6-[(5-methyl-2-phenyl-4-thiazolyl)methoxy]-3-pyridyl]methanol). Isolated yield 97.0%. Run in O (water). Run at time 30 minute. Reaction SMILES: [CH3:1][C:2]1[S:6][C:5]([C:7]2[CH:12]=[CH:11][CH:10]=[CH:9][CH:8]=2)=[N:4][C:3]=1[CH2:13][O:14][C:15]1[CH:22]=[CH:21][C:18]([CH:19]=[O:20])=[CH:17][N:16]=1.O1CCCC1.C(O)C.[BH4-].[Na+]>O>[CH3:1][C:2]1[S:6][C:5]([C:7]2[CH:12]=[CH:11][CH:10]=[CH:9][CH:8]=2)=[N:4][C:3]=1[CH2:13][O:14][C:15]1[N:16]=[CH:17][C:18]([CH2:19][OH:20])=[CH:21][CH:22]=1 |f:3.4|. Procedure: To a mixture of 6-[(5-methyl-2-phenyl-4-thiazolyl)methoxy]nicotinaldehyde (4.20 g), tetrahydrofuran (50 ml) and ethanol (50 mL) was added sodium borohydride (0.51 g) at room temperature and the mixture was stirred at room temperature for 30 min. To the reaction mixture was added water and the mixture was extracted with ethyl acetate. The organic layer was washed with saturated brine, dried over anhydrous magnesium sulfate and concentrated to give crystals (4.10 g, 97%) of [6-[(5-methyl-2-phenyl-... Starting materials: CC1=C(N=C(S1)C1=CC=CC=C1)COC1=NC=C(C=O)C=C1 (6-[(5-methyl-2-phenyl-4-thiazolyl)methoxy]nicotinaldehyde), O1CCCC1 (tetrahydrofuran), C(C)O (ethanol), [BH4-].[Na+] (sodium borohydride).